The task is: describe an organic reaction: reactants, conditions, products, and yield. This data is from the Open Reaction Database (ORD), a public repository of structured organic reaction records. Reactants: O=C([O-])[O-], CCCCCC(O)CCc1ccc(CCCCCCCC(=O)OCC)o1, CO, [K+], [K+]. Yields the product CCCCCC(O)CCc1ccc(CCCCCCCC(=O)O)o1. Reaction SMILES: [C:27](=[O:28])([O-:29])[O-:30].[CH2:1]([CH3:2])[O:3][C:4]([CH2:5][CH2:6][CH2:7][CH2:8][CH2:9][CH2:10][CH2:11][c:12]1[o:13][c:14]([CH2:17][CH2:18][CH:19]([CH2:20][CH2:21][CH2:22][CH2:23][CH3:24])[OH:25])[cH:15][cH:16]1)=[O:26].[CH3:33][OH:34].[K+:31].[K+:32]>>[O:3]=[C:4]([CH2:5][CH2:6][CH2:7][CH2:8][CH2:9][CH2:10][CH2:11][c:12]1[o:13][c:14]([CH2:17][CH2:18][CH:19]([CH2:20][CH2:21][CH2:22][CH2:23][CH3:24])[OH:25])[cH:15][cH:16]1)[OH:26]. The reactants are CCOC(=O)c1[nH]cnc1C, CN(C)C=O, [H-], [Na+], Cc1ccc(S(=O)(=O)OCC2CC3c4cccc5[nH]cc(c45)CC3N(C)C2)cc1. The product is CCOC(=O)c1c(C)ncn1CC1CC2c3cccc4[nH]cc(c34)CC2N(C)C1. Reaction SMILES: [CH3:3][c:4]1[n:5][cH:6][nH:7][c:8]1[C:9](=[O:10])[O:11][CH2:12][CH3:13].[CH3:43][N:44]([CH3:45])[CH:46]=[O:47].[H-:1].[Na+:2].[O:14]([S:15]([c:16]1[cH:17][cH:18][c:19]([CH3:20])[cH:21][cH:22]1)(=[O:23])=[O:24])[CH2:25][CH:26]1[CH2:27][N:28]([CH3:42])[CH:29]2[CH2:30][c:31]3[cH:32][nH:33][c:34]4[cH:35][cH:36][cH:37][c:38]([c:41]34)[CH:39]2[CH2:40]1>>[CH3:3][c:4]1[n:5][cH:6][n:7]([CH2:25][CH:26]2[CH2:27][N:28]([CH3:42])[CH:29]3[CH2:30][c:31]4[cH:32][nH:33][c:34]5[cH:35][cH:36][cH:37][c:38]([c:41]45)[CH:39]3[CH2:40]2)[c:8]1[C:9](=[O:10])[O:11][CH2:12][CH3:13]. The reactants are C(C)(C)(C)C=1C=C2CC[C@H](C2=CC1)NC(=O)NC1=C2C=NN(C2=CC=C1)C(=O)OCCNC(=O)OCC1=CC=CC=C1 (2-{[(benzyloxy)carbonyl]amino}ethyl 4-[({[(1R)-5-tert-butyl-2,3-dihydro-1H-inden-1-yl]amino}carbonyl)amino]-1H-indazole-1-carboxylate), Cl (HCl), [H][H] (hydrogen). Reagents/catalysts: [Pd] (Pd/C). Solvent: CO (methanol). Product: Cl.C(C)(C)(C)C=1C=C2CC[C@H](C2=CC1)NC(=O)NC1=C2C=NN(C2=CC=C1)C(=O)OCCN (2-aminoethyl 4-[({[(1R)-5-tert-butyl-2,3-dihydro-1H-inden-1-yl]amino}carbonyl)amino]-1H-indazole-1-carboxylate hydrochloride). The yield is 107.1%. Reaction SMILES: [C:1]([C:5]1[CH:6]=[C:7]2[C:11](=[CH:12][CH:13]=1)[C@H:10]([NH:14][C:15]([NH:17][C:18]1[CH:26]=[CH:25][CH:24]=[C:23]3[C:19]=1[CH:20]=[N:21][N:22]3[C:27]([O:29][CH2:30][CH2:31][NH:32]C(OCC1C=CC=CC=1)=O)=[O:28])=[O:16])[CH2:9][CH2:8]2)([CH3:4])([CH3:3])[CH3:2].[ClH:43].[H][H]>CO.[Pd]>[ClH:43].[C:1]([C:5]1[CH:6]=[C:7]2[C:11](=[CH:12][CH:13]=1)[C@H:10]([NH:14][C:15]([NH:17][C:18]1[CH:26]=[CH:25][CH:24]=[C:23]3[C:19]=1[CH:20]=[N:21][N:22]3[C:27]([O:29][CH2:30][CH2:31][NH2:32])=[O:28])=[O:16])[CH2:9][CH2:8]2)([CH3:4])([CH3:2])[CH3:3] |f:5.6|. Reported procedure: A mixture of the product from Example 28B (0.53 g, 0.93 mmol) and 10% Pd/C (0.053 g, 0.047 mmol) in methanol (50 mL) and conc. HCl (86 μL, 1.02 mmol) was hydrogenated under 60 psi of hydrogen gas at ambient temperature for 1 h. The resulting mixture was filtered and concentrated to obtain title compound (0.47 g, quantitative yield). 1H NMR (DMSO-d6) δ: 1.28 (s, 9H), 1.84 (m, 1H), 2.46 (m, 1H), 2.85 (m, 1H), 2.94 (m, 1H), 4.65 (dd, 2H), 5.18 (q, 1H), 6.96 (d, 1H), 7.26 (s, 2H), 7.31 (s, 1H), 7.51... Starting materials: C(C=C)(=O)[O-].[Na+] (sodium acrylate), C(C=C)(=O)O (acrylic acid), C(C=C)(=O)[O-].[Na+] (sodium acrylate). The solvent is O (water). Product: C(C=C)(=O)[O-].[Na+].C(C=C)(=O)O (sodium acrylate acrylic acid). RXN SMILES: [C:1]([O-:5])(=[O:4])[CH:2]=[CH2:3].[Na+:6].[C:7]([OH:11])(=[O:10])[CH:8]=[CH2:9]>O>[C:1]([O-:5])(=[O:4])[CH:2]=[CH2:3].[Na+:6].[C:7]([OH:11])(=[O:10])[CH:8]=[CH2:9] |f:0.1,4.5.6|. Reported procedure: 1733.0 g of the sodium acrylate aqueous solution obtained above was dissolved in 341.5 g of water. 227.7 g of acrylic acid was added to this sodium acrylate aqueous solution to give 2302.2 g of a 40 wt % sodium acrylate/acrylic acid=70/30 aqueous solution. 2.5 g of N,N′-methylenebisacrylamide was added and dissolved as a crosslinking agent, and the mixture was deoxygenated by bubbling with nitrogen gas. Starting materials: COc1ccc(CN2CC3CC4CC4(NC(=O)OC(C)(C)C)C3C2)cc1, CO, [H][H]. Yields the product CC(C)(C)OC(=O)NC12CC1CC1CNCC12. As a reaction SMILES: [C:1]([CH3:2])([CH3:3])([CH3:4])[O:5][C:6](=[O:7])[NH:8][C:9]12[CH:10]3[CH2:11][N:12]([CH2:18][c:19]4[cH:20][cH:21][c:22]([O:23][CH3:24])[cH:25][cH:26]4)[CH2:13][CH:14]3[CH2:15][CH:16]1[CH2:17]2.[CH3:29][OH:30].[H:27][H:28]>>[C:1]([CH3:2])([CH3:3])([CH3:4])[O:5][C:6](=[O:7])[NH:8][C:9]12[CH:10]3[CH2:11][NH:12][CH2:13][CH:14]3[CH2:15][CH:16]1[CH2:17]2. Starting materials: CN(C)CCc1c[nH]c2ccc(C3=CCCCC3)cc12, CCOC(C)=O, [H][H]. Yields the product CN(C)CCc1c[nH]c2ccc(C3CCCCC3)cc12. Reaction SMILES: [C:1]1([c:7]2[cH:8][c:9]3[c:10]([CH2:16][CH2:17][N:18]([CH3:19])[CH3:20])[cH:11][nH:12][c:13]3[cH:14][cH:15]2)=[CH:2][CH2:3][CH2:4][CH2:5][CH2:6]1.[CH3:23][CH2:24][O:25][C:26](=[O:27])[CH3:28].[H:21][H:22]>>[CH:1]1([c:7]2[cH:8][c:9]3[c:10]([CH2:16][CH2:17][N:18]([CH3:19])[CH3:20])[cH:11][nH:12][c:13]3[cH:14][cH:15]2)[CH2:2][CH2:3][CH2:4][CH2:5][CH2:6]1. Reactants: C1(CC1)C=1N=CC(=NC1OCC1CC1)C(=O)O (5-cyclopropyl-6-cyclopropylmethoxy-pyrazine-2-carboxylic acid), Cl.COC(C(CC)(CC)N)=O (2-amino-2-ethyl-butanoic acid methyl ester hydrochloride). Product: COC(C(CC)(CC)NC(=O)C1=NC(=C(N=C1)C1CC1)OCC1CC1)=O (2-[(5-Cyclopropyl-6-cyclopropylmethoxy-pyrazine-2-carbonyl)-amino]-2-ethyl-butyric acid methyl ester). Reaction SMILES: [CH:1]1([C:4]2[N:5]=[CH:6][C:7]([C:15]([OH:17])=O)=[N:8][C:9]=2[O:10][CH2:11][CH:12]2[CH2:14][CH2:13]2)[CH2:3][CH2:2]1.Cl.[CH3:19][O:20][C:21](=[O:28])[C:22]([NH2:27])([CH2:25][CH3:26])[CH2:23][CH3:24]>>[CH3:19][O:20][C:21](=[O:28])[C:22]([NH:27][C:15]([C:7]1[CH:6]=[N:5][C:4]([CH:1]2[CH2:2][CH2:3]2)=[C:9]([O:10][CH2:11][CH:12]2[CH2:13][CH2:14]2)[N:8]=1)=[O:17])([CH2:25][CH3:26])[CH2:23][CH3:24] |f:1.2|. Procedure: The title compound was synthesized in analogy to Example 6, using 5-cyclopropyl-6-cyclopropylmethoxy-pyrazine-2-carboxylic acid (Example 10 g) and 2-amino-2-ethyl-butanoic acid methyl ester hydrochloride (1:1) (CAN 92398-54-4) as starting materials, and isolated (86 mg, 93%) as yellow oil; LC-MS (UV peak area, ESI) 100%, 362.2071 (M+H).